From a dataset of the Open Reaction Database (ORD), a public repository of structured organic reaction records. describe an organic reaction: reactants, conditions, products, and yield Reactants: ClCCl, Clc1ccc2c(c1)C(c1ccccc1)=NCC=C2Br, O=C(OO)c1cccc(Cl)c1. Yields the product [O-][N+]1=C(c2ccccc2)c2cc(Cl)ccc2C(Br)=CC1. Reaction SMILES: [CH2:31]([Cl:32])[Cl:33].[Cl:1][c:2]1[cH:3][c:4]2[c:5]([cH:18][cH:19]1)[C:6]([Br:17])=[CH:7][CH2:8][N:9]=[C:10]2[c:11]1[cH:12][cH:13][cH:14][cH:15][cH:16]1.[Cl:20][c:21]1[cH:22][cH:23][cH:24][c:25]([C:26]([O:27][OH:29])=[O:28])[cH:30]1>>[Cl:1][c:2]1[cH:3][c:4]2[c:5]([cH:18][cH:19]1)[C:6]([Br:17])=[CH:7][CH2:8][N+:9]([O-:28])=[C:10]2[c:11]1[cH:12][cH:13][cH:14][cH:15][cH:16]1.